Dataset: the Open Reaction Database (ORD), a public repository of structured organic reaction records. Task: describe an organic reaction: reactants, conditions, products, and yield Reactants: CC1=C(SC(=C1)N1C(N(CC1)CCOC1=CC=CC=C1)=O)C(=O)O (3-methyl-5-(2-oxo-3-(2-phenoxyethyl)imidazolidin-1-yl)thiophene-2-carboxylic acid), FC1=CC=C(CN2C(N(CC2)C2=CC(=C(S2)C(=O)O)C)=O)C=C1 (5-(3-(4-fluorobenzyl)-2-oxoimidazolidin-1-yl)-3-methylthiophene-2-carboxylic acid), [Cl-].N1=CC(=CC2=CC=CC=C12)C[NH3+] (quinolin-3-ylmethanaminium chloride). Product: FC1=CC=C(CN2C(N(CC2)C2=CC(=C(S2)C(=O)NCC=2C=NC3=CC=CC=C3C2)C)=O)C=C1 (5-(3-(4-fluorobenzyl)-2-oxoimidazolidin-1-yl)-3-methyl-N-(quinolin-3-ylmethyl)thiophene-2-carboxamide). Yield: 50.0%. As a reaction SMILES: CC1C=C(N2CCN(CCOC3C=CC=CC=3)C2=O)SC=1C(O)=O.[F:25][C:26]1[CH:47]=[CH:46][C:29]([CH2:30][N:31]2[CH2:35][CH2:34][N:33]([C:36]3[S:40][C:39]([C:41]([OH:43])=O)=[C:38]([CH3:44])[CH:37]=3)[C:32]2=[O:45])=[CH:28][CH:27]=1.[Cl-].[N:49]1[C:58]2[C:53](=[CH:54][CH:55]=[CH:56][CH:57]=2)[CH:52]=[C:51]([CH2:59][NH3+:60])[CH:50]=1>>[F:25][C:26]1[CH:47]=[CH:46][C:29]([CH2:30][N:31]2[CH2:35][CH2:34][N:33]([C:36]3[S:40][C:39]([C:41]([NH:60][CH2:59][C:51]4[CH:50]=[N:49][C:58]5[C:53]([CH:52]=4)=[CH:54][CH:55]=[CH:56][CH:57]=5)=[O:43])=[C:38]([CH3:44])[CH:37]=3)[C:32]2=[O:45])=[CH:28][CH:27]=1 |f:2.3|. Reported procedure: Following the procedures as described in Example 55, making variations as required to replace 3-methyl-5-(2-oxo-3-(2-phenoxyethyl)imidazolidin-1-yl)thiophene-2-carboxylic acid with 5-(3-(4-fluorobenzyl)-2-oxoimidazolidin-1-yl)-3-methylthiophene-2-carboxylic acid to react with quinolin-3-ylmethanaminium chloride, the title compound was obtained as a colorless solid in 50% yield: 1H NMR (300 MHz, CDCl3) δ 8.91 (s, 1H), 8.15-8.08 (m, 2H), 7.81 (d, J=8.2 Hz, 1H), 7.74-7.66 (m, 1H), 7.58-7.51 (m, 1H)... Starting materials: O1CCOC12CCC(CC2)N2N=CC(=C2)C=2C=NC=1N(N2)C(=CN1)C1(CC1)C=1C=C2C=CC=NC2=CC1 (6-(1-{2-[1-(1,4-dioxaspiro[4.5]dec-8-yl)-1H-pyrazol-4-yl]imidazo[1,2-b][1,2,4]triazin-7-yl}cyclopropyl)quinoline), O1CCOC12CCC(CC2)O (1,4-dioxaspiro[4.5]decan-8-ol). Run at temperature 100 celsius. The product is N1=CC=CC2=CC(=CC=C12)C1(CC1)C1=CN=C2N1C=C(C=N2)C=2C=NN(C2)C2CCC(CC2)=O (4-{4-[3-(1-quinolin-6-ylcyclopropyl)imidazo[1,2-a]pyrimidin-6-yl]-1H-pyrazol-1-yl}cyclohexanone). RXN SMILES: O1[C:5]2([CH2:10][CH2:9][CH:8]([N:11]3[CH:15]=[C:14]([C:16]4[CH:17]=[N:18][C:19]5[N:20]([C:22]([C:25]6([C:28]7[CH:29]=[C:30]8[C:35](=[CH:36][CH:37]=7)[N:34]=[CH:33][CH:32]=[CH:31]8)[CH2:27][CH2:26]6)=[CH:23][N:24]=5)N=4)[CH:13]=[N:12]3)[CH2:7][CH2:6]2)[O:4]CC1.O1C2(CCC(O)CC2)OC[CH2:39]1>>[N:34]1[C:35]2[C:30](=[CH:29][C:28]([C:25]3([C:22]4[N:20]5[CH:39]=[C:16]([C:14]6[CH:13]=[N:12][N:11]([CH:8]7[CH2:7][CH2:6][C:5](=[O:4])[CH2:10][CH2:9]7)[CH:15]=6)[CH:17]=[N:18][C:19]5=[N:24][CH:23]=4)[CH2:26][CH2:27]3)=[CH:37][CH:36]=2)[CH:31]=[CH:32][CH:33]=1. Procedure details: The crude reaction mixture containing 6-(1-{2-[1-(1,4-dioxaspiro[4.5]dec-8-yl)-1H-pyrazol-4-yl]imidazo[1,2-b][1,2,4]triazin-7-yl}cyclopropyl)quinoline (˜30 mg, 0.07 mmol), prepared using a procedure analogous to that described for the synthesis of Example 88 starting from 1,4-dioxaspiro[4.5]decan-8-ol, was concentrated and treated directly with AcOH (1 mL), water (100 μL) and heated to 100° C. for 1 h to afford the desired product, which was purified by RP-HPLC. LCMS: (M+H)=449.2. Product: CCCc1nc(NC(=O)Cc2cc(OC)ccc2OC)cc(N)c1C#N. Reactants: ClCCl, CCCc1nc(N)cc(N)c1C#N, COc1ccc(OC)c(CC(=O)Cl)c1, O, c1ccncc1. Reaction SMILES: [Cl:34][CH2:35][Cl:36].[NH2:1][c:2]1[cH:3][c:4]([NH2:13])[n:5][c:6]([CH2:10][CH2:11][CH3:12])[c:7]1[C:8]#[N:9].[O:20]([CH3:21])[c:22]1[c:23]([CH2:30][C:31](=[O:32])[Cl:33])[cH:24][c:25]([O:28][CH3:29])[cH:26][cH:27]1.[OH2:37].[cH:14]1[cH:15][cH:16][n:17][cH:18][cH:19]1>>[NH2:1][c:2]1[cH:3][c:4]([NH:13][C:31]([CH2:30][c:23]2[c:22]([O:20][CH3:21])[cH:27][cH:26][c:25]([O:28][CH3:29])[cH:24]2)=[O:32])[n:5][c:6]([CH2:10][CH2:11][CH3:12])[c:7]1[C:8]#[N:9]. Reactants: solution, [Li]CCCC (n-BuLi), hexanes, C1CCOC1 (THF), FC1=NC(=CC=C1)F (2,6 difluoro pyridine), C(C)(C)NC(C)C (diisopropylamine), C1CCOC1 (THF), amide. The product is FC1=NC(=CC=C1C(C)=O)F (1-(2,6-difluoropyridin-3-yl)ethanone). RXN SMILES: C(NC(C)C)(C)C.[Li]CCCC.[F:13][C:14]1[CH:19]=[CH:18][CH:17]=[C:16]([F:20])[N:15]=1.C1C[O:24][CH2:23][CH2:22]1>>[F:13][C:14]1[C:19]([C:23](=[O:24])[CH3:22])=[CH:18][CH:17]=[C:16]([F:20])[N:15]=1. Procedure: A solution of freshly distilled diisopropylamine (14.7 mL, 104.3 mmol) in 10 mL of anhydrous THF was cooled to −78° and treated with 1.6 M solution of n-BuLi in hexanes (64.0 mL, 102.5 mmol). The resulting solution naturally warmed to −20° and was maintained at −20° for 1.5 hours. The solution was cooled to −78° and 2,6 difluoro pyridine (37-1) was added dropwise. The reaction was continued with stirring for 2 hours at −78° C. before a solution of 9.7 mL (86.9 mmol) of the Weinryb amide was adde... Product: N#Cc1ccc(Nc2nccc(Nc3c(Cl)cc(C(F)(F)F)cc3Cl)n2)cc1. The reactants are C1COCCO1, Nc1c(Cl)cc(C(F)(F)F)cc1Cl, N#Cc1ccc(Nc2nccc(OS(=O)(=O)C(F)(F)F)n2)cc1. RXN SMILES: [CH2:37]1[O:38][CH2:39][CH2:40][O:41][CH2:42]1.[Cl:24][c:25]1[c:26]([NH2:36])[c:27]([Cl:35])[cH:28][c:29]([C:31]([F:32])([F:33])[F:34])[cH:30]1.[F:1][C:2]([F:3])([F:4])[S:5]([O:6][c:7]1[n:8][c:9]([NH:13][c:14]2[cH:15][cH:16][c:17]([C:20]#[N:21])[cH:18][cH:19]2)[n:10][cH:11][cH:12]1)(=[O:22])=[O:23]>>[c:7]1([NH:36][c:26]2[c:25]([Cl:24])[cH:30][c:29]([C:31]([F:32])([F:33])[F:34])[cH:28][c:27]2[Cl:35])[n:8][c:9]([NH:13][c:14]2[cH:15][cH:16][c:17]([C:20]#[N:21])[cH:18][cH:19]2)[n:10][cH:11][cH:12]1. Reactants: C1=CC2=C(C=C1N)C(=O)OC23C4=C(C=C(C=C4)O)OC5=C3C=CC(=C5)O (FA), C1=CC2=C(C=C1N)C(=O)OC23C4=C(C=C(C=C4)O)OC5=C3C=CC(=C5)O (Fluoresceinamine), CC1([C@@H](N2[C@H](S1)[C@@H](C2=O)NC(=O)[C@@H](C=3C=CC(=CC3)O)N)C(=O)O)C (Amoxicillin), CC1([C@@H](N2[C@H](S1)[C@@H](C2=O)NC(=O)[C@@H](C=3C=CC(=CC3)O)N)C(=O)O)C (amoxicillin), C1=CC2=C(C=C1N)C(=O)OC23C4=C(C=C(C=C4)O)OC5=C3C=CC(=C5)O (FA), O (water), C(C)N=C=NCCCN(C)C (1-ethyl-3-(3-dimethylaminopropyl) carbodiimide), C1=CC2=C(C=C1N)C(=O)OC23C4=C(C=C(C=C4)O)OC5=C3C=CC(=C5)O (FA). Run in C(C)#N (acetonitrile). Reaction conditions: time 12 hour. Yields the product C1=CC2=C(C=C1N)C(=O)OC23C4=C(C=C(C=C4)O)OC5=C3C=CC(=C5)O.CC1([C@@H](N2[C@H](S1)[C@@H](C2=O)NC(=O)[C@@H](C=3C=CC(=CC3)O)N)C(=O)O)C (FA amoxicillin). As a reaction SMILES: [CH3:1][C:2]1([CH3:25])[S:6][C@@H:5]2[C@H:7]([NH:10][C:11]([C@H:13]([NH2:21])[C:14]3[CH:15]=[CH:16][C:17]([OH:20])=[CH:18][CH:19]=3)=[O:12])[C:8](=[O:9])[N:4]2[C@H:3]1[C:22]([OH:24])=[O:23].O.C(N=C=NCCCN(C)C)C.[CH:38]1[C:43]([NH2:44])=[CH:42][C:41]2[C:45]([O:47][C:48]3([C:58]4[CH:59]=[CH:60][C:61]([OH:63])=[CH:62][C:57]=4[O:56][C:50]4[CH:51]=[C:52]([OH:55])[CH:53]=[CH:54][C:49]3=4)[C:40]=2[CH:39]=1)=[O:46]>C(#N)C>[CH:38]1[C:43]([NH2:44])=[CH:42][C:41]2[C:45]([O:47][C:48]3([C:58]4[CH:59]=[CH:60][C:61]([OH:63])=[CH:62][C:57]=4[O:56][C:50]4[CH:51]=[C:52]([OH:55])[CH:53]=[CH:54][C:49]3=4)[C:40]=2[CH:39]=1)=[O:46].[CH3:1][C:2]1([CH3:25])[S:6][C@@H:5]2[C@H:7]([NH:10][C:11]([C@H:13]([NH2:21])[C:14]3[CH:19]=[CH:18][C:17]([OH:20])=[CH:16][CH:15]=3)=[O:12])[C:8](=[O:9])[N:4]2[C@H:3]1[C:22]([OH:24])=[O:23] |f:5.6|. Procedure details: Fluoresceinamine (FA; 0.0583 g) was dissolved in 1.0 ml acetonitrile to from a FA solution. Amoxicillin (0.1 g) was dissolved in 30 ml deionized water, and mixed with the aforesaid FA solution. 1-ethyl-3-(3-dimethylaminopropyl) carbodiimide (0.0408 g) was added thereto and magnetically stirred at room temperature in the dark for 12 hours to make FA to graft to the carboxyl group of amoxicillin to form a fluorescent-labeled FA-amoxicillin. And, finally, the sample was freeze-dried to collect the ... Reactants: BrB(Br)Br, CCO, ClCCl, COc1ccc(C=Cc2cc(=O)cc(C(=O)O)o2)cc1, O, O. The product is O=C(O)c1cc(=O)cc(C=Cc2ccc(O)cc2)o1. Reaction SMILES: [B:1]([Br:2])([Br:3])[Br:4].[CH2:27]([OH:28])[CH3:29].[CH2:30]([Cl:31])[Cl:32].[CH3:5][O:6][c:7]1[cH:8][cH:9][c:10]([CH:13]=[CH:14][c:15]2[cH:16][c:17](=[O:24])[cH:18][c:19]([C:21](=[O:22])[OH:23])[o:20]2)[cH:11][cH:12]1.[OH2:25].[OH2:26]>>[OH:6][c:7]1[cH:8][cH:9][c:10]([CH:13]=[CH:14][c:15]2[cH:16][c:17](=[O:24])[cH:18][c:19]([C:21](=[O:22])[OH:23])[o:20]2)[cH:11][cH:12]1. Reactants: Oc1cc(OCc2ccccc2)cc(OCc2ccccc2)c1, OCC=Cc1ccccc1. Product: Oc1cc(OCc2ccccc2)cc(OCc2ccccc2)c1CC=Cc1ccccc1. As a reaction SMILES: [CH2:11]([c:12]1[cH:13][cH:14][cH:15][cH:16][cH:17]1)[O:18][c:19]1[cH:20][c:21]([OH:33])[cH:22][c:23]([O:25][CH2:26][c:27]2[cH:28][cH:29][cH:30][cH:31][cH:32]2)[cH:24]1.[OH:1][CH2:2][CH:3]=[CH:4][c:5]1[cH:6][cH:7][cH:8][cH:9][cH:10]1>>[CH2:2]([CH:3]=[CH:4][c:5]1[cH:6][cH:7][cH:8][cH:9][cH:10]1)[c:22]1[c:21]([OH:33])[cH:20][c:19]([O:18][CH2:11][c:12]2[cH:13][cH:14][cH:15][cH:16][cH:17]2)[cH:24][c:23]1[O:25][CH2:26][c:27]1[cH:28][cH:29][cH:30][cH:31][cH:32]1.